Dataset: the Open Reaction Database (ORD), a public repository of structured organic reaction records. Task: describe an organic reaction: reactants, conditions, products, and yield Starting materials: COc1cc2nccc(Oc3ccc(N)cc3F)c2cc1OC, CCO, Cc1cccc(C(=O)N=C=S)c1, Cc1ccccc1. The product is COc1cc2nccc(Oc3ccc(NC(=S)NC(=O)c4cccc(C)c4)cc3F)c2cc1OC. RXN SMILES: [CH3:1][O:2][c:3]1[cH:4][c:5]2[c:6]([O:15][c:16]3[c:17]([F:23])[cH:18][c:19]([NH2:20])[cH:21][cH:22]3)[cH:7][cH:8][n:9][c:10]2[cH:11][c:12]1[O:13][CH3:14].[CH3:24][CH2:25][OH:26].[CH3:27][c:28]1[cH:29][c:30]([C:34](=[O:35])[N:36]=[C:37]=[S:38])[cH:31][cH:32][cH:33]1.[CH3:39][c:40]1[cH:41][cH:42][cH:43][cH:44][cH:45]1>>[CH3:1][O:2][c:3]1[cH:4][c:5]2[c:6]([O:15][c:16]3[c:17]([F:23])[cH:18][c:19]([NH:20][C:37]([NH:36][C:34]([c:30]4[cH:29][c:28]([CH3:27])[cH:33][cH:32][cH:31]4)=[O:35])=[S:38])[cH:21][cH:22]3)[cH:7][cH:8][n:9][c:10]2[cH:11][c:12]1[O:13][CH3:14].